Dataset: the Open Reaction Database (ORD), a public repository of structured organic reaction records. Task: describe an organic reaction: reactants, conditions, products, and yield Reactants: Cl.C(C)(C)(C)C=1C=C(C=CC1)[C@H](C)N ((S)-1-(3-(tert-butyl)phenyl)ethanamine hydrochloride), ClC1=C(CN2C(=C(C3=CC(=CC=C23)C(=O)O)C)C)C=C(C=C1)O[C@H](C(=O)OC)C ((S)-1-(2-chloro-5-((1-methoxy-1-oxopropan-2-yl)oxy)benzyl)-2,3-dimethyl-1H-indole-5-carboxylic acid). Product: C(C)(C)(C)C=1C=C(C=CC1)[C@H](C)NC(=O)C=1C=C2C(=C(N(C2=CC1)CC=1C=C(O[C@H](C(=O)OC)C)C=CC1Cl)C)C ((S)-Methyl 2-(3-((5-(((S)-1-(3-(tert-butyl)phenyl)ethyl)carbamoyl)-2,3-dimethyl-1H-indol-1-yl)methyl)-4-chlorophenoxy)propanoate). Reaction SMILES: Cl.[C:2]([C:6]1[CH:7]=[C:8]([C@@H:12]([NH2:14])[CH3:13])[CH:9]=[CH:10][CH:11]=1)([CH3:5])([CH3:4])[CH3:3].[Cl:15][C:16]1[CH:36]=[CH:35][C:34]([O:37][C@@H:38]([CH3:43])[C:39]([O:41][CH3:42])=[O:40])=[CH:33][C:17]=1[CH2:18][N:19]1[C:27]2[C:22](=[CH:23][C:24]([C:28](O)=[O:29])=[CH:25][CH:26]=2)[C:21]([CH3:31])=[C:20]1[CH3:32]>>[C:2]([C:6]1[CH:7]=[C:8]([C@@H:12]([NH:14][C:28]([C:24]2[CH:23]=[C:22]3[C:27](=[CH:26][CH:25]=2)[N:19]([CH2:18][C:17]2[CH:33]=[C:34]([CH:35]=[CH:36][C:16]=2[Cl:15])[O:37][C@@H:38]([CH3:43])[C:39]([O:41][CH3:42])=[O:40])[C:20]([CH3:32])=[C:21]3[CH3:31])=[O:29])[CH3:13])[CH:9]=[CH:10][CH:11]=1)([CH3:5])([CH3:3])[CH3:4] |f:0.1|. Procedure: The title compound was prepared following the same protocol as described in Step 5, Example 36, using the (S)-1-(3-(tert-butyl)phenyl)ethanamine hydrochloride instead of the (S)-1-(3-cyclopropylphenyl)ethanamine hydrochloride the (S)-1-(2-chloro-5-((1-methoxy-1-oxopropan-2-yl)oxy)benzyl)-2,3-dimethyl-1H-indole-5-carboxylic acid instead of the 1-(4-(2-methoxy-2-oxoethoxy)benzyl)-2,3-dimethyl-1H-indole-5-carboxylic acid. The reactants are [OH-].[Na+] (NaOH), three, three, NC1=C(SC=C1)CO (3-Amino-2-hydroxymethylthiophene), CC(=O)C (acetone), CCOCC (ether). Reagents/catalysts: O=[Mn]=O (MnO2), O=[Mn]=O (MnO2). The solvent is CCOC(=O)C (EtOAc), CCOC(=O)C (EtOAc). Conditions: temperature 0 celsius, time 1 hour. The product is CC1=CC=C2C(=N1)C=CS2 (5-Methylthieno[3,2-b]pyridine). As a reaction SMILES: [NH2:1][C:2]1[CH:6]=[CH:5][S:4][C:3]=1[CH2:7]O.[CH3:9][C:10]([CH3:12])=O.[OH-].[Na+].CCOCC>CCOC(C)=O.O=[Mn]=O>[CH3:12][C:10]1[N:1]=[C:2]2[CH:6]=[CH:5][S:4][C:3]2=[CH:7][CH:9]=1 |f:2.3|. Procedure: A 5 L three neck flask was charged with 562 g (4.35 mol) of 3-amino-2-hydroxymethylthiophene (Step 1). It was suspended in 3 L of EtOAc and cooled to 0° C. (ice bath). 2.0 Kg of MnO2 (23.0 mol.; 5.3 eq) was added portionwise (250 g) over 45 min. with mechanical stirring. Upon addition of the MnO2 the reaction temperature rose to 20° C. The reaction mixture was stirred at 20° C. for 1 h until total consumption of starting material by TLC (Hex/EtOAc 1:1). The solids were removed by filtration over... Reactants: crude product, crude product, concentrate, C(C1=CC=CC=C1)O[C@H]1CNCC1 ((R)-3-benzyloxypyrrolidine), O[C@H]1CNCC1 ((R)-3-hydroxypyrrolidine), C(C1=CC=CC=C1)O (benzyl alcohol), O.C1(=CC=C(C=C1)S(=O)(=O)O)C (p-toluenesulfonic acid monohydrate). Run in C(C)(=O)OCC (ethyl acetate), C(C)(C)O (isopropanol), C(C)(C)O (isopropanol). Conditions: temperature 40 celsius. Yields the product dry crystal, C1(=CC=C(C=C1)S(=O)(=O)O)C.C(C1=CC=CC=C1)O[C@H]1CNCC1 ((R)-3-benzyloxypyrrolidine p-toluenesulfonic acid). Yield: 68.0%. As a reaction SMILES: [CH2:1]([O:8][C@@H:9]1[CH2:13][CH2:12][NH:11][CH2:10]1)[C:2]1[CH:7]=[CH:6][CH:5]=[CH:4][CH:3]=1.O[C@@H]1CCNC1.C(O)C1C=CC=CC=1.O.[C:29]1([CH3:39])[CH:34]=[CH:33][C:32]([S:35]([OH:38])(=[O:37])=[O:36])=[CH:31][CH:30]=1>C(O)(C)C.C(OCC)(=O)C>[C:29]1([CH3:39])[CH:30]=[CH:31][C:32]([S:35]([OH:38])(=[O:36])=[O:37])=[CH:33][CH:34]=1.[CH2:1]([O:8][C@@H:9]1[CH2:13][CH2:12][NH:11][CH2:10]1)[C:2]1[CH:3]=[CH:4][CH:5]=[CH:6][CH:7]=1 |f:3.4,7.8|. Procedure: 1.0 g of a concentrate containing (R)-3-benzyloxypyrrolidine obtained in Example 15 (purity of 86.6%) containing (R)-3-hydroxypyrrolidine (content of 0.12 wt %) and benzyl alcohol (content of 1.9 wt %) as impurities were dissolved in 9 ml of isopropanol, followed by adding 0.93 g of p-toluenesulfonic acid monohydrate under ice cold conditions. After stirring for a while, the mixture was concentrated and dried under reduced pressure, thereby obtaining a white crystal. After the crude product was ... Starting materials: FC1=CC=C(CN2C(CN(CC2)C(=O)COC2=CC=C(C=C2)Cl)CC(C2=CC=CC=C2)O)C=C1 (4-(4-fluorobenzyl)-1-((4-chlorophenoxy)methyl)carbonyl-3-(2-hydroxy-2-phenylethyl)piperazine), [H-].[Na+] (sodium hydride), CI (methyl iodide), resultant mixture. Run in CCOCC (ether). Product: FC1=CC=C(CN2C(CN(CC2)C(=O)COC2=CC=C(C=C2)Cl)CC(C2=CC=CC=C2)OC)C=C1 (4-(4-fluorobenzyl)-1-((4-chlorophenoxy)methyl)carbonyl-3-(2-methoxy-2-phenylethyl)piperazine). The yield is 84.1%. As a reaction SMILES: [F:1][C:2]1[CH:34]=[CH:33][C:5]([CH2:6][N:7]2[CH2:12][CH2:11][N:10]([C:13]([CH2:15][O:16][C:17]3[CH:22]=[CH:21][C:20]([Cl:23])=[CH:19][CH:18]=3)=[O:14])[CH2:9][CH:8]2[CH2:24][CH:25]([OH:32])[C:26]2[CH:31]=[CH:30][CH:29]=[CH:28][CH:27]=2)=[CH:4][CH:3]=1.[H-].[Na+].[CH3:37]I>CCOCC>[F:1][C:2]1[CH:3]=[CH:4][C:5]([CH2:6][N:7]2[CH2:12][CH2:11][N:10]([C:13]([CH2:15][O:16][C:17]3[CH:22]=[CH:21][C:20]([Cl:23])=[CH:19][CH:18]=3)=[O:14])[CH2:9][CH:8]2[CH2:24][CH:25]([O:32][CH3:37])[C:26]2[CH:27]=[CH:28][CH:29]=[CH:30][CH:31]=2)=[CH:33][CH:34]=1 |f:1.2|. Reported procedure: To a solution of 4-(4-fluorobenzyl)-1-((4-chlorophenoxy)methyl)carbonyl-3-(2-hydroxy-2-phenylethyl)piperazine (0.051 g, 0.11 mmol) in anhydrous ether (5 mL) was added sodium hydride (0.006 g, 0.15 mmol). The resultant mixture was stirred at ambient temperature for 30 minutes, then methyl iodide (0.016 g, 0.11 mmol) was added. Once thin layer chromatography analysis showed complete consumption of 4-(4-fluorobenzyl)-1-((4-chlorophenoxy)methyl)carbonyl-3-(2-hydroxy-2-phenylethyl)piperazine had occu... Run in COCCOC (1,2-dimethoxyethane), COCCOC (1,2-dimethoxyethane), COCCOC (1,2-dimethoxyethane). Product: ClC=1C=C(OC(C)C2=CC=NC=3N2N=CN3)C=CC1 (7-[1-(3-chlorophenoxy)ethyl]-1,2,4-triazolo[1,5-a]pyrimidine). Starting materials: BrC(C)C1=CC=NC=2N1N=CN2 (7-(1-bromoethyl)-1,2,4-triazolo[1,5-a]pyrimidine), ClC=1C=C(C=CC1)O (3-chlorophenol), [H-].[Na+] (sodium hydride). Conditions: time 30 minute. Procedure: A solution of 3-chlorophenol (1.28 g) in dry 1,2-dimethoxyethane was added slowly to a stirred suspension of sodium hydride (0.48 g) in dry 1,2-dimethoxyethane (35 ml). The mixture was stirred for 30 minutes, then a solution of 7-(1-bromoethyl)-1,2,4-triazolo[1,5-a]pyrimidine (2.27 g, prepared in a similar manner to that described in Example 6) in dry 1,2-dimethoxyethane (85 ml) was added dropwise. The reaction mixture was stirred overnight at room temperature, filtered and the solvent was evapo... Reaction SMILES: [Cl:1][C:2]1[CH:3]=[C:4]([OH:8])[CH:5]=[CH:6][CH:7]=1.[H-].[Na+].Br[CH:12]([C:14]1[N:19]2[N:20]=[CH:21][N:22]=[C:18]2[N:17]=[CH:16][CH:15]=1)[CH3:13]>COCCOC>[Cl:1][C:2]1[CH:3]=[C:4]([CH:5]=[CH:6][CH:7]=1)[O:8][CH:12]([C:14]1[N:19]2[N:20]=[CH:21][N:22]=[C:18]2[N:17]=[CH:16][CH:15]=1)[CH3:13] |f:1.2|. Starting materials: O([Si](C)(C)C(C)(C)C)CCC1=CC(=NC=C1)C#N (4-[2-(tert-butyldimethylsiloxy)ethyl]pyridine-2-carbonitrile), CCCC[N+](CCCC)(CCCC)CCCC.[F-].C1CCOC1 (TBAF THF). Run in C1CCOC1 (THF). Run at time 10 hour. Yields the product OCCC1=CC(=NC=C1)C#N (4-(2-hydroxyethyl)pyridine-2-carbonitrile). Yield: 68.9%. As a reaction SMILES: [O:1]([CH2:9][CH2:10][C:11]1[CH:16]=[CH:15][N:14]=[C:13]([C:17]#[N:18])[CH:12]=1)[Si](C(C)(C)C)(C)C.CCCC[N+](CCCC)(CCCC)CCCC.[F-].C1COCC1>C1COCC1>[OH:1][CH2:9][CH2:10][C:11]1[CH:16]=[CH:15][N:14]=[C:13]([C:17]#[N:18])[CH:12]=1 |f:1.2.3|. Procedure: 4-[2-(tert-Butyldimethylsiloxy)ethyl]pyridine-2-carbonitrile (6.5 g, 24.8 mmol) obtained in Step 3 was dissolved in THF (100 mL), then a TBAF-THF solution (1.00 mol/L, 49.6 mL, 49.6 mmol) was added thereto, followed by stirring at room temperature for 10 hours. After completion of the reaction was confirmed by thin-layer chromatography, the reaction mixture was concentrated under reduced pressure. The concentrate was diluted with ethyl acetate, water was added thereto, and the mixture was separa... Reaction SMILES: [CH2:1]([O:2][P:3](=[O:4])([O:5][CH2:6][CH3:7])[CH2:9][C:10]#[N:11])[CH3:8].[CH2:42]1[O:43][CH2:44][CH2:45][CH2:46]1.[CH3:12][Si:13]([N-:14][Si:15]([CH3:16])([CH3:17])[CH3:18])([CH3:19])[CH3:20].[Li+:21].[O:22]1[CH2:23][O:24][c:25]2[c:26]1[cH:27][cH:28][c:29]([C:31](=[O:32])[c:33]1[cH:34][cH:35][c:36]([O:39][CH3:40])[cH:37][cH:38]1)[cH:30]2.[OH2:41]>>[CH:9]([C:10]#[N:11])=[C:31]([c:29]1[cH:28][cH:27][c:26]2[c:25]([cH:30]1)[O:24][CH2:23][O:22]2)[c:33]1[cH:34][cH:35][c:36]([O:39][CH3:40])[cH:37][cH:38]1. The reactants are CCOP(=O)(CC#N)OCC, C1CCOC1, C[Si](C)(C)[N-][Si](C)(C)C, [Li+], COc1ccc(C(=O)c2ccc3c(c2)OCO3)cc1, O. Product: COc1ccc(C(=CC#N)c2ccc3c(c2)OCO3)cc1.